From a dataset of the Open Reaction Database (ORD), a public repository of structured organic reaction records. describe an organic reaction: reactants, conditions, products, and yield Starting materials: C(CCC)C=1N(C(=C(N1)Cl)C(=O)OCOP(=O)(O[C@@H]1[C@@H]2[C@H](OC1)[C@@H](CO2)O[N+](=O)[O-])OC)CC2=CC=C(C=C2)C2=C(C=CC=C2)C2=NN=NN2C(C2=CC=CC=C2)(C2=CC=CC=C2)C2=CC=CC=C2 ([(methoxy{[(3S,3aS,6R,6aS)-6-(nitrooxy)hexahydrofuro[3,2-b]furan-3-yl]oxy}phosphoryl)oxy]methyl 2-butyl-4-chloro-1-{[2′-(1-trityl-1H-tetrazol-5-yl)biphenyl-4-yl]methyl}-1H-imidazole-5-carboxylate), C(CCC)C=1N(C(=C(N1)Cl)C(=O)OCP(=O)(OCC)OCC)CC1=CC=C(C=C1)C1=C(C=CC=C1)C1=NN=NN1C(C1=CC=CC=C1)(C1=CC=CC=C1)C1=CC=CC=C1 ((diethoxyphosphoryl)methyl 2-butyl-4-chloro-1-{[2′-(1-trityl-1H-tetrazol-5-yl)biphenyl-4-yl]methyl}-1H-imidazole-5-carboxylate). Yields the product C(CCC)C=1N(C(=C(N1)Cl)C(=O)OCP(=O)(OCC)OCC)CC1=CC=C(C=C1)C1=C(C=CC=C1)C1=NN=NN1 ((diethoxyphosphoryl)methyl 2-butyl-4-chloro-1-{[2′-(1H-tetrazol-5-yl)biphenyl-4-yl]methyl}-1H-imidazole-5-carboxylate). RXN SMILES: C(C1N(CC2C=CC(C3C=CC=CC=3C3N(C(C4C=CC=CC=4)(C4C=CC=CC=4)C4C=CC=CC=4)N=NN=3)=CC=2)C(C(OCOP(OC)(O[C@H]2CO[C@@H]3[C@H](O[N+]([O-])=O)CO[C@H]23)=O)=O)=C(Cl)N=1)CCC.[CH2:70]([C:74]1[N:75]([CH2:92][C:93]2[CH:98]=[CH:97][C:96]([C:99]3[CH:104]=[CH:103][CH:102]=[CH:101][C:100]=3[C:105]3[N:109](C(C4C=CC=CC=4)(C4C=CC=CC=4)C4C=CC=CC=4)[N:108]=[N:107][N:106]=3)=[CH:95][CH:94]=2)[C:76]([C:80]([O:82][CH2:83][P:84]([O:89][CH2:90][CH3:91])([O:86][CH2:87][CH3:88])=[O:85])=[O:81])=[C:77]([Cl:79])[N:78]=1)[CH2:71][CH2:72][CH3:73]>>[CH2:70]([C:74]1[N:75]([CH2:92][C:93]2[CH:98]=[CH:97][C:96]([C:99]3[CH:104]=[CH:103][CH:102]=[CH:101][C:100]=3[C:105]3[NH:109][N:108]=[N:107][N:106]=3)=[CH:95][CH:94]=2)[C:76]([C:80]([O:82][CH2:83][P:84]([O:89][CH2:90][CH3:91])([O:86][CH2:87][CH3:88])=[O:85])=[O:81])=[C:77]([Cl:79])[N:78]=1)[CH2:71][CH2:72][CH3:73]. Reported procedure: The title compound was prepared by following step E in Example 13, except that the reagent [(methoxy{[(3S,3aS,6R,6aS)-6-(nitrooxy)hexahydrofuro[3,2-b]furan-3-yl]oxy}phosphoryl)oxy]methyl 2-butyl-4-chloro-1-{[2′-(1-trityl-1H-tetrazol-5-yl)biphenyl-4-yl]methyl}-1H-imidazole-5-carboxylate was replaced by (diethoxyphosphoryl)methyl 2-butyl-4-chloro-1-{[2′-(1-trityl-1H-tetrazol-5-yl)biphenyl-4-yl]methyl}-1H-imidazole-5-carboxylate. 1H NMR (500 MHz, CDCl3) δ 8.00 (dd, J=7.7, 1.3 Hz, 1H), 7.57 (t, J=7.... Run in CO (methanol), C(C)(=O)OCC (ethyl acetate). The reactants are CN(C)CC1=CC=2CN(CCC2O1)C(C1=CC=C(C=C1)C(=C)C1=CC=CC=C1)=O (N,N-Dimethyl-[5-[4-(1-phenylethenyl)benzoyl]-4,5,6,7-tetrahydrofuro[3,2-c]pyridin-2-ylmethyl]amine), Cl (hydrogen chloride). As a reaction SMILES: [CH3:1][N:2]([CH2:4][C:5]1[O:13][C:12]2[CH2:11][CH2:10][N:9]([C:14](=[O:29])[C:15]3[CH:20]=[CH:19][C:18]([C:21]([C:23]4[CH:28]=[CH:27][CH:26]=[CH:25][CH:24]=4)=[CH2:22])=[CH:17][CH:16]=3)[CH2:8][C:7]=2[CH:6]=1)[CH3:3].[ClH:30]>CO.C(OCC)(=O)C>[ClH:30].[CH3:1][N:2]([CH2:4][C:5]1[O:13][C:12]2[CH2:11][CH2:10][N:9]([C:14](=[O:29])[C:15]3[CH:16]=[CH:17][C:18]([C:21]([C:23]4[CH:24]=[CH:25][CH:26]=[CH:27][CH:28]=4)=[CH2:22])=[CH:19][CH:20]=3)[CH2:8][C:7]=2[CH:6]=1)[CH3:3] |f:4.5|. Yields the product Cl.CN(C)CC1=CC=2CN(CCC2O1)C(C1=CC=C(C=C1)C(=C)C1=CC=CC=C1)=O (N,N-dimethyl-[5-[4-(1-phenylethenyl)benzoyl]-4,5,6,7-tetrahydrofuro[3,2-c]pyridin-2-ylmethyl]amine hydrochloride). Procedure details: N,N-Dimethyl-[5-[4-(1-phenylethenyl)benzoyl]-4,5,6,7-tetrahydrofuro[3,2-c]pyridin-2-ylmethyl]amine 0.325 g was dissolved in 2 ml of methanol; hydrogen chloride in ethyl acetate was added in excess, followed by stirring. This mixture was concentrated and washed with diethyl ether to yield the desired product. The reactants are [OH-].[Na+] (sodium hydroxide), N1=CC(=CC=C1)CN1CC(C(C(C1=O)=C1SC=CS1)=O)C(=O)OC (Methyl 1-(3-pyridylmethyl)-5-(1,3-dithiol-2-ylidene)-4,6-dioxopiperidine-3-carboxylate), O (water). Run in CO (methanol). Yields the product N1=CC(=CC=C1)CN1C(C(C(CC1)=O)=C1SC=CS1)=O (1-(3-pyridylmethyl)-3-(1,3-dithiol-2-ylidene)-2,4-dioxopiperidine). Yield: 55.6%. RXN SMILES: [N:1]1[CH:6]=[CH:5][CH:4]=[C:3]([CH2:7][N:8]2[C:13](=[O:14])[C:12](=[C:15]3[S:19][CH:18]=[CH:17][S:16]3)[C:11](=[O:20])[CH:10](C(OC)=O)[CH2:9]2)[CH:2]=1.[OH-].[Na+].O>CO>[N:1]1[CH:6]=[CH:5][CH:4]=[C:3]([CH2:7][N:8]2[CH2:9][CH2:10][C:11](=[O:20])[C:12](=[C:15]3[S:16][CH:17]=[CH:18][S:19]3)[C:13]2=[O:14])[CH:2]=1 |f:1.2|. Reported procedure: Methyl 1-(3-pyridylmethyl)-5-(1,3-dithiol-2-ylidene)-4,6-dioxopiperidine-3-carboxylate (244 mg) obtained in Example 27 is dissolved in methanol (15 ml), and thereto is added a 10% sodium hydroxide solution (2 ml). The mixture is refluxed for 2 hours. The mixture is poured into water, and extracted with chloroform. The extract is washed with water, dried and then distilled to remove the solvent. The residue is recrystallized from a mixture of ethyl acetate and and n-hexane to give 1-(3-pyridylmet... The reactants are COC1=C(C=C(C=C1)NC(C)=O)C1=C(C=NN1C)Br (5-(2′-Methoxy-5′-acetamidophenyl)-4-bromo-1-methyl-1H-pyrazole), [OH-].[Na+] (sodium hydroxide), COC1=C(C=C(C=C1)NC(C)=O)C1=CC=NN1C (5-(2′-methoxy-5′-acetamidophenyl)-1-methyl-1H-pyrazole), BrN1C(CCC1=O)=O (N-bromosuccinimide), BrN1C(CCC1=O)=O (N-bromosuccinimide), [OH-].[Na+] (sodium hydroxide). Reagents/catalysts: BrN1C(CCC1=O)=O (N-bromosuccinimide), BrN1C(CCC1=O)=O (N-bromosuccinimide). Solvent: CO (methanol). Conditions: temperature 22 celsius, time 15 minute. Product: COC1=C(C=C(C=C1)N)C1=C(C=NN1C)Br (5-(2′-methoxy-5′-aminophenyl)-4-bromo-1-methyl-1H-pyrazole). Yield: 81.2%. RXN SMILES: [CH3:1][O:2][C:3]1[CH:8]=[CH:7][C:6]([NH:9]C(=O)C)=[CH:5][C:4]=1[C:13]1[N:17]([CH3:18])[N:16]=[CH:15][C:14]=1[Br:19].BrN1C(=O)CCC1=O.COC1C=CC(NC(=O)C)=CC=1C1N(C)N=CC=1.[OH-].[Na+]>CO.BrN1C(=O)CCC1=O>[CH3:1][O:2][C:3]1[CH:8]=[CH:7][C:6]([NH2:9])=[CH:5][C:4]=1[C:13]1[N:17]([CH3:18])[N:16]=[CH:15][C:14]=1[Br:19] |f:3.4|. Reported procedure: The 5-(2′-methoxy-5′-acetamidophenyl)-4-bromo-1-methyl-1H-pyrazole (6, 1385.7 g) from the previous example, which was contaminated with ca. 3.2 mole % 5, was slurried in methanol (13.3 L) at 22° C. under nitrogen. To the resulting suspension stirred at 22° C. under nitrogen was added solid N-bromosuccinimide (136.7 g total) in three portions. The first portion of N-bromosuccinimide (68.3 g) left ca. 2.8 mole % unreacted 5 after 80 minutes. Then the second portion of N-bromosuccinimide (34.2 g) l... Starting materials: CN1C(=CC=C1SC)C(=O)C1=C(C=C2N1CC(C2)C(=O)OCC)C ((±)-ethyl 5-(1-methyl-5-methylthiopyrrol-2-oyl)-1,2-dihydro-6-methyl-3H-pyrrolo[1,2-a]pyrrole-2-carboxylate), [Cl-].[Na+] (sodium chloride). The solvent is CO (methanol), [OH-].[Na+] (sodium hydroxide). Yields the product CN1C(=CC=C1SC)C(=O)C1=C(C=C2N1CCC2C(=O)O)C ((±)-5-(1-methyl-5-methylthiopyrrol-2-oyl)-1,2-dihydro-6-methyl-3H-pyrrolo[1,2-a]pyrrole-1-carboxylic acid). The yield is 97.9%. As a reaction SMILES: [CH3:1][N:2]1[C:6]([S:7][CH3:8])=[CH:5][CH:4]=[C:3]1[C:9]([C:11]1[N:15]2[CH2:16][CH:17]([C:19]([O:21]CC)=[O:20])[CH2:18][C:14]2=[CH:13][C:12]=1[CH3:24])=[O:10].[Cl-].[Na+]>CO.[OH-].[Na+]>[CH3:1][N:2]1[C:6]([S:7][CH3:8])=[CH:5][CH:4]=[C:3]1[C:9]([C:11]1[N:15]2[CH2:14][CH2:18][CH:17]([C:19]([OH:21])=[O:20])[C:16]2=[CH:24][C:12]=1[CH3:13])=[O:10] |f:1.2,4.5|. Procedure: A solution of (±)-ethyl 5-(1-methyl-5-methylthiopyrrol-2-oyl)-1,2-dihydro-6-methyl-3H-pyrrolo[1,2-a]pyrrole-2-carboxylate (0.50 g) in methanol (10 ml) and 10% sodium hydroxide (10 ml) were stirred at room temperature for 2 hours. A saturated sodium chloride solution was added to the solution and the methanol removed under reduced pressure. The aqueous solution was acidified with 3N hydrochloric acid with stirring and cooling and the resulting precipitate collected by filtration. The solids were ... The reactants are CC(C(=O)N(CC(C)C)CC1=CC2=C(OCCCO2)C(=C1)Cl)CNCC1=CC=CC=C1 ((±)-2-Methyl-3-(benzylamino)-N-(9-chloro-3,4-dihydro-2H-1,5-benzodioxepin-7-ylmethyl)-N-isobutylpropanamide), C=O (paraformaldehye), C(C)(=O)O (acetic acid), C(C)(=O)O[BH-](OC(C)=O)OC(C)=O.[Na+] (sodium triacetoxyborohydride). Solvent: O1CCCC1 (tetrahydrofuran). Run at time 8 hour. The product is CC(C(=O)N(CC(C)C)CC1=CC2=C(OCCCO2)C(=C1)Cl)CN(C)CC1=CC=CC=C1 ((±)-2-Methyl-3-(benzyl(methyl)amino)-N-(9-chloro-3,4-dihydro-2H-1,5-benzodioxepin-7-ylmethyl)-N-isobutylpropanamide). As a reaction SMILES: [CH3:1][CH:2]([CH2:23][NH:24][CH2:25][C:26]1[CH:31]=[CH:30][CH:29]=[CH:28][CH:27]=1)[C:3]([N:5]([CH2:10][C:11]1[CH:21]=[C:20]([Cl:22])[C:14]2[O:15][CH2:16][CH2:17][CH2:18][O:19][C:13]=2[CH:12]=1)[CH2:6][CH:7]([CH3:9])[CH3:8])=[O:4].C=O.[C:34](O)(=O)C.C(O[BH-](OC(=O)C)OC(=O)C)(=O)C.[Na+]>O1CCCC1>[CH3:1][CH:2]([CH2:23][N:24]([CH2:25][C:26]1[CH:27]=[CH:28][CH:29]=[CH:30][CH:31]=1)[CH3:34])[C:3]([N:5]([CH2:10][C:11]1[CH:21]=[C:20]([Cl:22])[C:14]2[O:15][CH2:16][CH2:17][CH2:18][O:19][C:13]=2[CH:12]=1)[CH2:6][CH:7]([CH3:8])[CH3:9])=[O:4] |f:3.4|. Procedure details: A mixture of (±)-2-Methyl-3-(benzylamino)-N-(9-chloro-3,4-dihydro-2H-1,5-benzodioxepin-7-ylmethyl)-N-isobutylpropanamide (26 mg), paraformaldehye (16 mg), glacial acetic acid (90 μl) and sodium triacetoxyborohydride (26 mg) was dissolved in tetrahydrofuran (5 ml), and stirred overnight. The mixture was partitioned between aq. potassium carbonate (1N, 10 mL) and ethyl acetate (15 ml). The organic layer was concentrated and the residue was purified by flash chromatography on silica (40% ethyl acet...